Dataset: the Open Reaction Database (ORD), a public repository of structured organic reaction records. Task: describe an organic reaction: reactants, conditions, products, and yield The reactants are CC(C)C(NC(=O)OCc1ccccc1)C(=O)O, C1CCOC1, CN(C)c1ccncc1, C(=NC1CCCCC1)=NC1CCCCC1, CCCCCCCCCCCCCCCCCC(=O)OCC(CCO)Cn1cnc2c(=O)[nH]c(N)nc21. Product: CCCCCCCCCCCCCCCCCC(=O)OCC(CCOC(=O)C(NC(=O)OCc1ccccc1)C(C)C)Cn1cnc2c(=O)[nH]c(N)nc21. RXN SMILES: [C:16](=[O:17])([O:18][CH2:19][c:20]1[cH:21][cH:22][cH:23][cH:24][cH:25]1)[NH:26][CH:27]([CH:28]([CH3:29])[CH3:30])[C:31](=[O:32])[OH:33].[CH2:71]1[O:72][CH2:73][CH2:74][CH2:75]1.[CH3:76][N:77]([CH3:78])[c:79]1[cH:80][cH:81][n:82][cH:83][cH:84]1.[CH:1]1([N:2]=[C:3]=[N:4][CH:5]2[CH2:6][CH2:7][CH2:8][CH2:9][CH2:10]2)[CH2:11][CH2:12][CH2:13][CH2:14][CH2:15]1.[OH:34][CH2:35][CH2:36][CH:37]([CH2:38][n:39]1[c:40]2[n:41][c:42]([NH2:49])[nH:43][c:44](=[O:48])[c:45]2[n:46][cH:47]1)[CH2:50][O:51][C:52]([CH2:53][CH2:54][CH2:55][CH2:56][CH2:57][CH2:58][CH2:59][CH2:60][CH2:61][CH2:62][CH2:63][CH2:64][CH2:65][CH2:66][CH2:67][CH2:68][CH3:69])=[O:70]>>[C:16](=[O:17])([O:18][CH2:19][c:20]1[cH:21][cH:22][cH:23][cH:24][cH:25]1)[NH:26][CH:27]([CH:28]([CH3:29])[CH3:30])[C:31](=[O:32])[O:33][CH2:35][CH2:36][CH:37]([CH2:38][n:39]1[c:40]2[n:41][c:42]([NH2:49])[nH:43][c:44](=[O:48])[c:45]2[n:46][cH:47]1)[CH2:50][O:51][C:52]([CH2:53][CH2:54][CH2:55][CH2:56][CH2:57][CH2:58][CH2:59][CH2:60][CH2:61][CH2:62][CH2:63][CH2:64][CH2:65][CH2:66][CH2:67][CH2:68][CH3:69])=[O:70]. Product: CCOC(=O)C1=C(NC(C)c2ccccc2)CCCC1. Reactants: CCCCCCC, O=S(=O)([O-])C(F)(F)F, O=S(=O)([O-])C(F)(F)F, O=S(=O)([O-])C(F)(F)F, CCOC(=O)C1CCCCC1=O, [Yb+3], CC(N)c1ccccc1. Reaction SMILES: [CH3:47][CH2:48][CH2:49][CH2:50][CH2:51][CH2:52][CH3:53].[F:22][C:23]([F:24])([F:25])[S:26]([O-:27])(=[O:28])=[O:29].[F:31][C:32]([F:33])([F:34])[S:35]([O-:36])(=[O:37])=[O:38].[F:39][C:40]([F:41])([F:42])[S:43]([O-:44])(=[O:45])=[O:46].[O:1]=[C:2]1[CH:3]([C:8](=[O:9])[O:10][CH2:11][CH3:12])[CH2:4][CH2:5][CH2:6][CH2:7]1.[Yb+3:30].[c:13]1([CH:19]([CH3:20])[NH2:21])[cH:14][cH:15][cH:16][cH:17][cH:18]1>>[C:2]1([NH:21][CH:19]([c:13]2[cH:14][cH:15][cH:16][cH:17][cH:18]2)[CH3:20])=[C:3]([C:8](=[O:9])[O:10][CH2:11][CH3:12])[CH2:4][CH2:5][CH2:6][CH2:7]1.